From a dataset of the Open Reaction Database (ORD), a public repository of structured organic reaction records. describe an organic reaction: reactants, conditions, products, and yield The reactants are ClC=1C=C(C(=C(C(=O)OC)C1)C)NC1CCOCC1 (methyl 5-chloro-2-methyl-3-((tetrahydro-2H-pyran-4-yl)amino)benzoate), C([O-])([O-])=O.[Cs+].[Cs+] (cesium carbonate), C(C)I (ethyl iodide). The solvent is O=[N+]([O-])[O-].[O-][N+]([O-])=O.[O-][N+]([O-])=O.[O-][N+]([O-])=O.[O-][N+]([O-])=O.[O-][N+]([O-])=O.[Ce+4].[NH4+].[NH4+] (CAN). Reaction conditions: temperature 80 celsius. Product: ClC=1C=C(C(=C(C(=O)OC)C1)C)N(C1CCOCC1)CC (methyl 5-chloro-3-(ethyl(tetrahydro-2H-pyran-4-yl)amino)-2-methylbenzoate). Yield: 32.8%. RXN SMILES: [Cl:1][C:2]1[CH:3]=[C:4]([NH:13][CH:14]2[CH2:19][CH2:18][O:17][CH2:16][CH2:15]2)[C:5]([CH3:12])=[C:6]([CH:11]=1)[C:7]([O:9][CH3:10])=[O:8].C(=O)([O-])[O-].[Cs+].[Cs+].[CH2:26](I)[CH3:27]>O=[N+]([O-])[O-].[O-][N+](=O)[O-].[O-][N+](=O)[O-].[O-][N+](=O)[O-].[O-][N+](=O)[O-].[O-][N+](=O)[O-].[Ce+4].[NH4+].[NH4+]>[Cl:1][C:2]1[CH:3]=[C:4]([N:13]([CH2:26][CH3:27])[CH:14]2[CH2:19][CH2:18][O:17][CH2:16][CH2:15]2)[C:5]([CH3:12])=[C:6]([CH:11]=1)[C:7]([O:9][CH3:10])=[O:8] |f:1.2.3,5.6.7.8.9.10.11.12.13|. Procedure details: To a stirred solution of methyl 5-chloro-2-methyl-3-((tetrahydro-2H-pyran-4-yl)amino)benzoate (0.5 g, 1.76 mmol) in dry CAN (15 mL), cesium carbonate (1.2 g, 3.68 mmol) and ethyl iodide (2.7 g, 17.3 mmol) were added and the resulting reaction mixture was heated at 80° C. for 18 h. On completion, the mixture was cooled to room temperature and filtered with the residue washed with ethyl acetate. The filtrate was concentrated and then purified by column chromatography to afford desired methyl 5-chl... The reactants are O=C([O-])[O-], CN(C)C=O, CCOC(C)=O, CC(C)OC(C)C, CC(n1ccn(-c2ccc(OCC(F)(F)C(F)F)cc2)c1=O)C(O)(COS(C)(=O)=O)c1ccccc1F, [K+], [K+], c1nc[nH]n1. Yields the product CC(n1ccn(-c2ccc(OCC(F)(F)C(F)F)cc2)c1=O)C(O)(Cn1cncn1)c1ccccc1F. RXN SMILES: [C:43](=[O:44])([O-:45])[O-:46].[CH3:49][N:50]([CH3:51])[CH:52]=[O:53].[CH3:54][CH2:55][O:56][C:57](=[O:58])[CH3:59].[CH:60]([O:61][CH:62]([CH3:63])[CH3:64])([CH3:65])[CH3:66].[F:1][c:2]1[c:3]([C:8]([CH:9]([CH3:10])[n:11]2[c:12](=[O:30])[n:13](-[c:16]3[cH:17][cH:18][c:19]([O:22][CH2:23][C:24]([CH:25]([F:26])[F:27])([F:28])[F:29])[cH:20][cH:21]3)[cH:14][cH:15]2)([CH2:31][O:32][S:33]([CH3:34])(=[O:35])=[O:36])[OH:37])[cH:4][cH:5][cH:6][cH:7]1.[K+:47].[K+:48].[nH:38]1[n:39][cH:40][n:41][cH:42]1>>[F:1][c:2]1[c:3]([C:8]([CH:9]([CH3:10])[n:11]2[c:12](=[O:30])[n:13](-[c:16]3[cH:17][cH:18][c:19]([O:22][CH2:23][C:24]([CH:25]([F:26])[F:27])([F:28])[F:29])[cH:20][cH:21]3)[cH:14][cH:15]2)([CH2:31][n:38]2[n:39][cH:40][n:41][cH:42]2)[OH:37])[cH:4][cH:5][cH:6][cH:7]1. The reactants are Cc1ccc(C2=NOC(c3cc(Cl)cc(Cl)c3)(C(F)(F)F)C2)cc1Br, O=C1CCC(=O)N1Br, CC(Cl)Cl. The product is FC(F)(F)C1(c2cc(Cl)cc(Cl)c2)CC(c2ccc(CBr)c(Br)c2)=NO1. RXN SMILES: [Br:1][c:2]1[cH:3][c:4]([C:9]2=[N:10][O:11][C:12]([C:14]([F:15])([F:16])[F:17])([c:18]3[cH:19][c:20]([Cl:25])[cH:21][c:22]([Cl:24])[cH:23]3)[CH2:13]2)[cH:5][cH:6][c:7]1[CH3:8].[Br:26][N:27]1[C:28](=[O:29])[CH2:30][CH2:31][C:32]1=[O:33].[Cl:34][CH:35]([Cl:36])[CH3:37]>>[Br:1][c:2]1[cH:3][c:4]([C:9]2=[N:10][O:11][C:12]([C:14]([F:15])([F:16])[F:17])([c:18]3[cH:19][c:20]([Cl:25])[cH:21][c:22]([Cl:24])[cH:23]3)[CH2:13]2)[cH:5][cH:6][c:7]1[CH2:8][Br:26]. Yields the product C(CCCCCCCCCCC)NC(=O)C1NC(CC1)=O (5-Oxo-2-pyrrolidine carboxylic acid n-dodecylamide). RXN SMILES: [CH2:1]([NH2:13])[CH2:2][CH2:3][CH2:4][CH2:5][CH2:6][CH2:7][CH2:8][CH2:9][CH2:10][CH2:11][CH3:12].N1C=CC=CC=1.[O:20]=[C:21]1[NH:25][CH:24]([C:26](Cl)=[O:27])[CH2:23][CH2:22]1>O>[CH2:1]([NH:13][C:26]([CH:24]1[CH2:23][CH2:22][C:21](=[O:20])[NH:25]1)=[O:27])[CH2:2][CH2:3][CH2:4][CH2:5][CH2:6][CH2:7][CH2:8][CH2:9][CH2:10][CH2:11][CH3:12]. Starting materials: C(CCCCCCCCCCC)N (n-dodecylamine), N1=CC=CC=C1 (pyridine), O=C1CCC(N1)C(=O)Cl (5-oxo-2-pyrrolidine carboxylic acid chloride). The solvent is O (water). Procedure: While cooling and stirring a mixture consisting of 9.2 gm (0.05 mol) of n-dodecylamine and 50 ml of pyridine, 17.3 gm (0.05 mol) of 5-oxo-2-pyrrolidine carboxylic acid chloride were added thereto in small portions, and the resulting mixture was stirred for one hour at room temperature. Thereafter, the reaction mixture was admixed with water, acidified and extracted with chloroform. The organic phase was separated, washed with water, dried and evaporated. The residue was recrystallized from ethyl...